From a dataset of the Open Reaction Database (ORD), a public repository of structured organic reaction records. describe an organic reaction: reactants, conditions, products, and yield Reactants: C[C@H]1CC[C@H](N1C(=O)OC(C)(C)C)C(=O)OCC(C=1C=CC2=C(COC=3C=C4C(=CC23)CCCC4=O)C1)=O ((2S,5S)-1-tert-butyl 2-(2-oxo-2-(8-oxo-8,9,10,11-tetrahydro-5H-dibenzo[c,g]chromen-3-yl)ethyl) 5-methylpyrrolidine-1,2-dicarboxylate), [Br-].[Br-].[Br-].[NH+]1=CC=CC=C1.[NH+]1=CC=CC=C1.[NH+]1=CC=CC=C1 (pyridinium tribromide). The solvent is C(Cl)Cl (DCM), Cl (HCl), C(Cl)Cl (DCM), CO (MeOH). Reaction conditions: time 1 hour. Product: C[C@H]1CC[C@H](N1C(=O)OC(C)(C)C)C(=O)OCC(=O)C=1C=CC2=C(COC=3C=C4C(=CC23)CCC(C4=O)Br)C1 ((2S,5S)-2-(2-(9-bromo-8-oxo-8,9,10,11-tetrahydro-5H-dibenzo[c,g]chromen-3-yl)-2-oxoethyl) 1-tert-butyl 5-methylpyrrolidine-1,2-dicarboxylate). As a reaction SMILES: [CH3:1][C@@H:2]1[N:6]([C:7]([O:9][C:10]([CH3:13])([CH3:12])[CH3:11])=[O:8])[C@H:5]([C:14]([O:16][CH2:17][C:18](=[O:38])[C:19]2[CH:20]=[CH:21][C:22]3[C:31]4[CH:30]=[C:29]5[CH2:32][CH2:33][CH2:34][C:35](=[O:36])[C:28]5=[CH:27][C:26]=4[O:25][CH2:24][C:23]=3[CH:37]=2)=[O:15])[CH2:4][CH2:3]1.[Br-:39].[Br-].[Br-].[NH+]1C=CC=CC=1.[NH+]1C=CC=CC=1.[NH+]1C=CC=CC=1>C(Cl)Cl.CO.Cl>[CH3:1][C@@H:2]1[N:6]([C:7]([O:9][C:10]([CH3:11])([CH3:13])[CH3:12])=[O:8])[C@H:5]([C:14]([O:16][CH2:17][C:18]([C:19]2[CH:20]=[CH:21][C:22]3[C:31]4[CH:30]=[C:29]5[CH2:32][CH2:33][CH:34]([Br:39])[C:35](=[O:36])[C:28]5=[CH:27][C:26]=4[O:25][CH2:24][C:23]=3[CH:37]=2)=[O:38])=[O:15])[CH2:4][CH2:3]1 |f:1.2.3.4.5.6|. Procedure details: (2S,5S)-1-tert-butyl 2-(2-oxo-2-(8-oxo-8,9,10,11-tetrahydro-5H-dibenzo[c,g]chromen-3-yl)ethyl) 5-methylpyrrolidine-1,2-dicarboxylate (1.29 g, 2.48 mmol) was dissolved in a solution of DCM (17.5 mL) and MeOH (7 mL), then treated with pyridinium tribromide (873 mg, 2.73 mmol). After stirring at RT for 1 h, the reaction mixture was diluted with DCM and 10% HCl, and extracted with DCM. The organic phase was dried over MgSO4, filtered and concentrated under reduced pressure and the crude material was...